This data is from the Open Reaction Database (ORD), a public repository of structured organic reaction records. The task is: describe an organic reaction: reactants, conditions, products, and yield Reactants: CN(C)C=O (DMF), CC(C[C@]1(OC1)C(F)(F)F)(C)C1=C(C(=O)O)C=CC=C1 (2-[1,1-dimethyl-2-((R)-2-trifluoromethyloxiranyl)ethyl]benzoic acid), CN(C)C(=[N+](C)C)ON1C2=C(C=CC=C2)N=N1.[B-](F)(F)(F)F (TBTU), [OH-].[NH4+] (ammonium hydroxide). Solvent: C([O-])(O)=O.[Na+] (sodium bicarbonate). Run at time 30 minute. Yields the product CC(C[C@]1(OC1)C(F)(F)F)(C)C1=C(C(=O)N)C=CC=C1 (2-[1,1-dimethyl-2-((R)-2-trifluoromethyloxiranyl)ethyl]benzamide). RXN SMILES: C[N:2]([CH:4]=[O:5])C.[CH3:6][C:7]([C:17]1[CH:25]=[CH:24][CH:23]=[CH:22][C:18]=1C(O)=O)([CH3:16])[CH2:8][C@:9]1([C:12]([F:15])([F:14])[F:13])[CH2:11][O:10]1.CN(C(ON1N=NC2C=CC=CC1=2)=[N+](C)C)C.[B-](F)(F)(F)F.[OH-].[NH4+]>C(=O)(O)[O-].[Na+]>[CH3:16][C:7]([C:17]1[CH:18]=[CH:22][CH:23]=[CH:24][C:25]=1[C:4]([NH2:2])=[O:5])([CH3:6])[CH2:8][C@:9]1([C:12]([F:13])([F:14])[F:15])[CH2:11][O:10]1 |f:2.3,4.5,6.7|. Procedure details: A stirred, ice-cooled, DMF (60 mL) solution of the 2-[1,1-dimethyl-2-((R)-2-trifluoromethyloxiranyl)ethyl]benzoic acid (8.5 g, ˜80%, 23.6 mmol) triethylamine (6.6 mL, 47.2 mmol) was added and after 2-3 minutes TBTU (8.3 g, 26 mmol) was added. After stirring for 30 minutes, ammonium hydroxide solution (7 mL, 98 mmol) was added and stirred for 40 minutes. The reaction mixture was diluted with 500 mL of saturated aqueous sodium bicarbonate solution and extracted with three 200 mL portions of dichlo... Starting materials: ester, C(CCC)(=O)OCC (ethyl butyrate), alcohol, CN(C)C=O (DMF). The product is CN(C=C(C(=O)OCC)CC)C (ethyl β-dimethylamino-2ethylacrylate). Reaction SMILES: [C:1]([O:6][CH2:7][CH3:8])(=[O:5])[CH2:2][CH2:3][CH3:4].[CH3:9][N:10]([CH:12]=O)[CH3:11]>>[CH3:9][N:10]([CH3:12])[CH:11]=[C:2]([CH2:3][CH3:4])[C:1]([O:6][CH2:7][CH3:8])=[O:5]. Procedure: In a distillation apparatus, 86 g of t-butylaminal ester and 87 g of ethyl butyrate in 100 ml of DMF were heated so that the alcohol distilled off slowly. Distillation of the product gave 73.8 g of ethyl β-dimethylamino-2ethylacrylate, corresponding to 87.3% of the theoretical yield.